The task is: describe an organic reaction: reactants, conditions, products, and yield. This data is from the Open Reaction Database (ORD), a public repository of structured organic reaction records. The reactants are C1CNCCN1, C=CCCCNC(=O)c1ccc(Cl)nn1, CC#N. Yields the product C=CCCCNC(=O)c1ccc(N2CCNCC2)nn1. As a reaction SMILES: [CH2:16]1[CH2:17][NH:18][CH2:19][CH2:20][NH:21]1.[CH2:1]([CH2:2][CH2:3][CH:4]=[CH2:5])[NH:6][C:7](=[O:8])[c:9]1[n:10][n:11][c:12]([Cl:15])[cH:13][cH:14]1.[CH3:22][C:23]#[N:24]>>[CH2:1]([CH2:2][CH2:3][CH:4]=[CH2:5])[NH:6][C:7](=[O:8])[c:9]1[n:10][n:11][c:12]([N:18]2[CH2:17][CH2:16][NH:21][CH2:20][CH2:19]2)[cH:13][cH:14]1. Reactants: O=C([O-])[O-], CC(=O)CC(C)=O, CC(=O)[O-], CCO, [K+], O=N[O-], CC(=O)Nc1ccc(N)cc1, [Na+], [Na+], [Na+], O=[N+]([O-])O, O=P(O)(O)O. Product: CC(=O)Nc1ccc(NN=C(C(C)=O)C(C)=O)cc1. RXN SMILES: [C:37](=[O:38])([O-:39])[O-:40].[CH3:25][C:26]([CH2:27][C:28]([CH3:29])=[O:30])=[O:31].[CH3:33][C:34](=[O:35])[O-:36].[CH3:43][CH2:44][OH:45].[K+:32].[N:21]([O-:22])=[O:23].[NH2:1][c:2]1[cH:3][cH:4][c:5]([NH:8][C:9]([CH3:10])=[O:11])[cH:6][cH:7]1.[Na+:24].[Na+:41].[Na+:42].[OH:17][N+:18](=[O:19])[O-:20].[P:12](=[O:13])([OH:14])([OH:15])[OH:16]>>[NH:1]([c:2]1[cH:3][cH:4][c:5]([NH:8][C:9]([CH3:10])=[O:11])[cH:6][cH:7]1)[N:21]=[C:27]([C:26]([CH3:25])=[O:31])[C:28]([CH3:29])=[O:30]. The reactants are CCCCCCCCCCOc1cnc(-c2ccc(C(C)OC(C)=O)cc2)nc1, CO, [Na+], [OH-]. Yields the product CCCCCCCCCCOc1cnc(-c2ccc(C(C)O)cc2)nc1. RXN SMILES: [C:1](=[O:2])([CH3:3])[O:4][CH:5]([CH3:6])[c:7]1[cH:8][cH:9][c:10](-[c:13]2[n:14][cH:15][c:16]([O:19][CH2:20][CH2:21][CH2:22][CH2:23][CH2:24][CH2:25][CH2:26][CH2:27][CH2:28][CH3:29])[cH:17][n:18]2)[cH:11][cH:12]1.[CH3:30][OH:31].[Na+:33].[OH-:32]>>[OH:4][CH:5]([CH3:6])[c:7]1[cH:8][cH:9][c:10](-[c:13]2[n:14][cH:15][c:16]([O:19][CH2:20][CH2:21][CH2:22][CH2:23][CH2:24][CH2:25][CH2:26][CH2:27][CH2:28][CH3:29])[cH:17][n:18]2)[cH:11][cH:12]1. Starting materials: S1(NCCC1)(=O)=O (isothiazolidine 1,1-dioxide), BrC=1C=CC(=NC1)C(=O)N1CCN(CC1)C1=NC=C(C=C1C)CC ((5-bromopyridin-2-yl) [4-(5-ethyl-3-methylpyridin-2-yl)piperazin-1-yl]methanone). Product: O=S1(N(CCC1)C=1C=CC(=NC1)C(=O)N1CCN(CC1)C1=NC=C(C=C1C)CC)=O ([5-(1,1-dioxo-1λ6-isothiazolidin-2-yl)pyridin-2-yl][4-(5-ethyl-3-methylpyridin-2-yl)piperazin-1-yl]methanone). Yield: 69.3%. As a reaction SMILES: [S:1]1(=[O:7])(=[O:6])[CH2:5][CH2:4][CH2:3][NH:2]1.Br[C:9]1[CH:10]=[CH:11][C:12]([C:15]([N:17]2[CH2:22][CH2:21][N:20]([C:23]3[C:28]([CH3:29])=[CH:27][C:26]([CH2:30][CH3:31])=[CH:25][N:24]=3)[CH2:19][CH2:18]2)=[O:16])=[N:13][CH:14]=1>>[O:6]=[S:1]1(=[O:7])[CH2:5][CH2:4][CH2:3][N:2]1[C:9]1[CH:10]=[CH:11][C:12]([C:15]([N:17]2[CH2:22][CH2:21][N:20]([C:23]3[C:28]([CH3:29])=[CH:27][C:26]([CH2:30][CH3:31])=[CH:25][N:24]=3)[CH2:19][CH2:18]2)=[O:16])=[N:13][CH:14]=1. Procedure details: Using isothiazolidine 1,1-dioxide (53 mg) and (5-bromopyridin-2-yl) [4-(5-ethyl-3-methylpyridin-2-yl)piperazin-1-yl]methanone (170 mg) described in Preparation Example 138 and by the reaction and treatment in the same manner as in Example 1, the title compound (130 mg) was obtained. The reactants are ClC1=CC(=C(C2=C1CCC(O2)(C)C)N2C(N(C(=CC2=O)C(F)(F)F)C)=O)F (3-(5-chloro-3,4-dihydro-2,2-dimethyl-7-fluoro-2H-1-benzopyran-8-yl)-1-methyl-6-trifluoromethyluracil), S(=O)(=O)([O-])OOS(=O)(=O)[O-].[K+].[K+] (potassium persulfate), CCCCCC (hexane), C(C)(=O)OCC (ethyl acetate). Reagents/catalysts: O.O.O.O.O.S(=O)(=O)([O-])[O-].[Cu+2] (copper(II) sulfate pentahydrate). The solvent is C(C)#N (acetonitrile), O (water). The product is ClC1=CC(=C(C2=C1C(CC(O2)(C)C)=O)N2C(N(C(=CC2=O)C(F)(F)F)C)=O)F (3-(5-chloro-3,4-dihydro-2,2-dimethyl-7-fluoro-2H-1-benzopyran-4-on-8-yl)-1-methyl-6-trifluoromethyluracil). Yield: 47.5%. As a reaction SMILES: [Cl:1][C:2]1[C:7]2[CH2:8][CH2:9][C:10]([CH3:13])([CH3:12])[O:11][C:6]=2[C:5]([N:14]2[C:19](=[O:20])[CH:18]=[C:17]([C:21]([F:24])([F:23])[F:22])[N:16]([CH3:25])[C:15]2=[O:26])=[C:4]([F:27])[CH:3]=1.S(OOS([O-])(=O)=O)([O-])(=O)=[O:29].[K+].[K+].C(OCC)(=O)C.CCCCCC>C(#N)C.O.O.O.O.O.O.S([O-])([O-])(=O)=O.[Cu+2]>[Cl:1][C:2]1[C:7]2[C:8](=[O:29])[CH2:9][C:10]([CH3:13])([CH3:12])[O:11][C:6]=2[C:5]([N:14]2[C:19](=[O:20])[CH:18]=[C:17]([C:21]([F:24])([F:22])[F:23])[N:16]([CH3:25])[C:15]2=[O:26])=[C:4]([F:27])[CH:3]=1 |f:1.2.3,8.9.10.11.12.13.14|. Procedure details: By the method of Example 3, Step A, 1.8 grams (0.004 mole) of 3-(5-chloro-3,4-dihydro-2,2-dimethyl-7-fluoro-2H-1-benzopyran-8-yl)-1-methyl-6-trifluoromethyluracil was reacted with 3.5 grams (0.013 mole) of potassium persulfate and 1.1 grams (0.004 mole) of copper(II) sulfate pentahydrate in 30 mL of acetonitrile and 30 mL of water. The crude reaction mixture was subjected to column chromatography on silica gel, with 1:4 ethyl acetate:hexane as the eluant. The product-containing fractions were co...